From a dataset of the Open Reaction Database (ORD), a public repository of structured organic reaction records. describe an organic reaction: reactants, conditions, products, and yield Reaction SMILES: I.CS[C:4](=[N:18][CH3:19])[NH:5][C:6]1[CH:11]=[CH:10][CH:9]=[CH:8][C:7]=1[N:12]1[CH2:17][CH2:16][O:15][CH2:14][CH2:13]1.[CH3:20][O:21][CH2:22][CH2:23][NH2:24].C(O)C.[C:28]([OH:35])(=[O:34])/[CH:29]=[CH:30]/[C:31]([OH:33])=[O:32]>CO>[C:28]([OH:35])(=[O:34])/[CH:29]=[CH:30]/[C:31]([OH:33])=[O:32].[CH3:19][NH:18][C:4]([NH:24][CH2:23][CH2:22][O:21][CH3:20])=[N:5][C:6]1[CH:11]=[CH:10][CH:9]=[CH:8][C:7]=1[N:12]1[CH2:17][CH2:16][O:15][CH2:14][CH2:13]1 |f:0.1,6.7|. Solvent: CO (methanol). Product: C(\C=C\C(=O)O)(=O)O.CNC(=NC1=C(C=CC=C1)N1CCOCC1)NCCOC (1-methyl-2-(2-morpholinophenyl)-3-(2-methoxyethyl)guanidine monofumarate). Procedure: A mixture of 2-methyl-1-(2-morpholinophenyl)-3-methyl-2-thiopseudourea hydroiodide (3.9 g prepared as described in Example 210), 2-methoxyethylamine (0.82 g) and ethanol (25 ml) was stored at ambient temperature for three months to yield an oil which was dissolved in methanol and treated with fumaric acid to give 1-methyl-2-(2-morpholinophenyl)-3-(2-methoxyethyl)guanidine monofumarate (m.p. 158°-160° C.) which was recrystallised from a 1:2 mixture of methanol and ether. Reactants: I.CSC(NC1=C(C=CC=C1)N1CCOCC1)=NC (2-methyl-1-(2-morpholinophenyl)-3-methyl-2-thiopseudourea hydroiodide), COCCN (2-methoxyethylamine), C(C)O (ethanol), C(\C=C\C(=O)O)(=O)O (fumaric acid). The reactants are [Al+3], CCCCCC(OCc1ccccc1)C(O)C#CC(CC(OC)OC)OCc1ccccc1, CCOC(C)=O, CCO, Cl, [H-], [H-], [H-], [H-], [Li+], C1CCOC1, O. Yields the product CCCCCC(OCc1ccccc1)C(O)C=CC(CC(OC)OC)OCc1ccccc1. Reaction SMILES: [Al+3:35].[CH2:1]([c:2]1[cH:3][cH:4][cH:5][cH:6][cH:7]1)[O:8][CH:9]([CH2:10][CH:11]([O:12][CH3:13])[O:14][CH3:15])[C:16]#[C:17][CH:18]([CH:19]([CH2:20][CH2:21][CH2:22][CH2:23][CH3:24])[O:25][CH2:26][c:27]1[cH:28][cH:29][cH:30][cH:31][cH:32]1)[OH:33].[CH3:40][CH2:41][O:42][C:43](=[O:44])[CH3:45].[CH3:53][CH2:54][OH:55].[ClH:46].[H-:34].[H-:37].[H-:38].[H-:39].[Li+:36].[O:47]1[CH2:48][CH2:49][CH2:50][CH2:51]1.[OH2:52]>>[CH2:1]([c:2]1[cH:3][cH:4][cH:5][cH:6][cH:7]1)[O:8][CH:9]([CH2:10][CH:11]([O:12][CH3:13])[O:14][CH3:15])[CH:16]=[CH:17][CH:18]([CH:19]([CH2:20][CH2:21][CH2:22][CH2:23][CH3:24])[O:25][CH2:26][c:27]1[cH:28][cH:29][cH:30][cH:31][cH:32]1)[OH:33].